From a dataset of the Open Reaction Database (ORD), a public repository of structured organic reaction records. describe an organic reaction: reactants, conditions, products, and yield The reactants are COC=1C=C2C(=CC=NC2=CC1OC)OC1=CC=C(C=C1)N (6,7-Dimethoxy-4-(4-aminophenoxy)quinoline), ClC=1C=C(C=C(C1)Cl)N=C=O (3,5-dichlorophenyl isocyanate). The solvent is C1(=CC=CC=C1)C (toluene). The product is ClC=1C=C(C=C(C1)Cl)NC(=O)NC1=CC=C(C=C1)OC1=CC=NC2=CC(=C(C=C12)OC)OC (N-(3,5-Dichlorophenyl)-N'-{4-[(6,7-dimethoxy-4-quinolyl)oxy]phenyl}urea). The yield is 86.6%. Reaction SMILES: [CH3:1][O:2][C:3]1[CH:4]=[C:5]2[C:10](=[CH:11][C:12]=1[O:13][CH3:14])[N:9]=[CH:8][CH:7]=[C:6]2[O:15][C:16]1[CH:21]=[CH:20][C:19]([NH2:22])=[CH:18][CH:17]=1.[Cl:23][C:24]1[CH:25]=[C:26]([N:31]=[C:32]=[O:33])[CH:27]=[C:28]([Cl:30])[CH:29]=1>C1(C)C=CC=CC=1>[Cl:23][C:24]1[CH:25]=[C:26]([NH:31][C:32]([NH:22][C:19]2[CH:18]=[CH:17][C:16]([O:15][C:6]3[C:5]4[C:10](=[CH:11][C:12]([O:13][CH3:14])=[C:3]([O:2][CH3:1])[CH:4]=4)[N:9]=[CH:8][CH:7]=3)=[CH:21][CH:20]=2)=[O:33])[CH:27]=[C:28]([Cl:30])[CH:29]=1. Procedure details: 6,7-Dimethoxy-4-(4-aminophenoxy)quinoline (53 mg) was dissolved in toluene (5 ml) with heat, 3,5-dichlorophenyl isocyanate (76 mg) was added, and the admixture was refluxed with heat for 8 minutes. The separated crystals were filtered and then washed with toluene to obtain 75 mg of the title compound (yield: 87%). The reactants are Br, CCO, CCOCC, NC(=S)Nc1ccc2sc(N)nc2c1, N=C(Sc1ccccc1)c1cccs1. The product is Br, N=C(Nc1ccc2sc(N)nc2c1)c1cccs1. Reaction SMILES: [BrH:15].[CH3:30][CH2:31][OH:32].[CH3:33][CH2:34][O:35][CH2:36][CH3:37].[NH2:1][c:2]1[s:3][c:4]2[c:5]([n:6]1)[cH:7][c:8]([NH:11][C:12](=[S:13])[NH2:14])[cH:9][cH:10]2.[c:16]1([S:17][C:18](=[NH:19])[c:25]2[s:26][cH:27][cH:28][cH:29]2)[cH:20][cH:21][cH:22][cH:23][cH:24]1>>[BrH:15].[NH2:1][c:2]1[s:3][c:4]2[c:5]([n:6]1)[cH:7][c:8]([NH:11][C:12](=[NH:14])[c:25]1[s:26][cH:27][cH:28][cH:29]1)[cH:9][cH:10]2. Starting materials: ClC(Cl)Cl, CCOC(=O)CC(=O)CC, O=S(=O)(Cl)Cl. The product is CCOC(=O)C(Cl)C(=O)CC. Reaction SMILES: [CH:16]([Cl:17])([Cl:18])[Cl:19].[O:6]=[C:7]([CH2:8][C:9](=[O:10])[O:11][CH2:12][CH3:13])[CH2:14][CH3:15].[S:1]([Cl:2])(=[O:3])([Cl:4])=[O:5]>>[Cl:4][CH:8]([C:7](=[O:6])[CH2:14][CH3:15])[C:9](=[O:10])[O:11][CH2:12][CH3:13]. Starting materials: CN(C=O)C (dimethylformamide), [N-]=[N+]=[N-] (azide), N([C@@H](CC1=CC=C(C=C1)O)C(=O)N[C@@H](CO)C(=O)N[C@@H](CC(O)=O)C(=O)N[C@@H](CC(C)C)C(=O)N1[C@H](C(=O)N[C@@H](CCC(N)=O)C(=O)NNC(=O)OC(C)(C)C)CCC1)C(=O)OCC1=CC=CC=C1 (Z-Tyr-Ser-Asp-Leu-Pro-Gln-NHNHBoc), Peptide, N[C@@H]([C@H](O)C)C(=O)N[C@@H](CC1=CNC=N1)C(=O)N[C@@H](CO)C(=O)N[C@@H](CC(C)C)C(=O)NCC(=O)N[C@@H](CC(N)=O)C(=O)N[C@@H](CCCNC(N)=N)C(=O)N[C@@H](CCCNC(N)=N)C(=O)N[C@@H](C)C(=O)N[C@@H](CC(C)C)C(=O)N[C@@H]([C@@H](C)CC)C(=O)N[C@@H](CC(C)C)C(=O)N[C@@H](CC(C)C)C(=O)N[C@@H](C)C(=O)N[C@@H](CCC(N)=O)C(=O)O (H-Thr-His-Ser-Leu-Gly-Asn-Arg-Arg-Ala-Leu-Ile-Leu-Leu-Ala-Gln-OH). The solvent is CN(P(N(C)C)(N(C)C)=O)C (hexamethylphosphoric triamide). Conditions: temperature 4 celsius, time 20 hour. Yields the product N[C@@H](CC1=CC=C(C=C1)O)C(=O)N[C@@H](CO)C(=O)N[C@@H](CC(O)=O)C(=O)N[C@@H](CC(C)C)C(=O)N1[C@H](C(=O)N[C@@H](CCC(N)=O)C(=O)N[C@@H]([C@H](O)C)C(=O)N[C@@H](CC2=CNC=N2)C(=O)N[C@@H](CO)C(=O)N[C@@H](CC(C)C)C(=O)NCC(=O)N[C@@H](CC(N)=O)C(=O)N[C@@H](CCCNC(N)=N)C(=O)N[C@@H](CCCNC(N)=N)C(=O)N[C@@H](C)C(=O)N[C@@H](CC(C)C)C(=O)N[C@@H]([C@@H](C)CC)C(=O)N[C@@H](CC(C)C)C(=O)N[C@@H](CC(C)C)C(=O)N[C@@H](C)C(=O)N[C@@H](CCC(N)=O)C(=O)O)CCC1 (H-Tyr-Ser-Asp-Leu-Pro-Gln-Thr-His-Ser-Leu-Gly-Asn-Arg-Arg-Ala-Leu-Ile-Leu-Leu-Ala-Gln-OH). Reaction SMILES: CN(C)C=O.[NH2:6][C@H:7]([C:11]([NH:13][C@H:14]([C:21]([NH:23][C@H:24]([C:27]([NH:29][C@H:30]([C:35]([NH:37][CH2:38][C:39]([NH:41][C@H:42]([C:47]([NH:49][C@H:50]([C:58]([NH:60][C@H:61]([C:69]([NH:71][C@H:72]([C:74]([NH:76][C@H:77]([C:82]([NH:84][C@H:85]([C:90]([NH:92][C@H:93]([C:98]([NH:100][C@H:101]([C:106]([NH:108][C@H:109]([C:111]([NH:113][C@H:114]([C:120]([OH:122])=[O:121])[CH2:115][CH2:116][C:117](=[O:119])[NH2:118])=[O:112])[CH3:110])=[O:107])[CH2:102][CH:103]([CH3:105])[CH3:104])=[O:99])[CH2:94][CH:95]([CH3:97])[CH3:96])=[O:91])[C@H:86]([CH2:88][CH3:89])[CH3:87])=[O:83])[CH2:78][CH:79]([CH3:81])[CH3:80])=[O:75])[CH3:73])=[O:70])[CH2:62][CH2:63][CH2:64][NH:65][C:66](=[NH:68])[NH2:67])=[O:59])[CH2:51][CH2:52][CH2:53][NH:54][C:55](=[NH:57])[NH2:56])=[O:48])[CH2:43][C:44](=[O:46])[NH2:45])=[O:40])=[O:36])[CH2:31][CH:32]([CH3:34])[CH3:33])=[O:28])[CH2:25][OH:26])=[O:22])[CH2:15][C:16]1[N:20]=[CH:19][NH:18][CH:17]=1)=[O:12])[C@@H:8]([CH3:10])[OH:9].[N-]=[N+]=[N-].[NH:126](C(OCC1C=CC=CC=1)=O)[C@H:127]([C:136]([NH:138][C@H:139]([C:142]([NH:144][C@H:145]([C:150]([NH:152][C@H:153]([C:158]([N:160]1[CH2:184][CH2:183][CH2:182][C@H:161]1[C:162]([NH:164][C@H:165]([C:171](NNC(OC(C)(C)C)=O)=[O:172])[CH2:166][CH2:167][C:168](=[O:170])[NH2:169])=[O:163])=[O:159])[CH2:154][CH:155]([CH3:157])[CH3:156])=[O:151])[CH2:146][C:147](=[O:149])[OH:148])=[O:143])[CH2:140][OH:141])=[O:137])[CH2:128][C:129]1[CH:134]=[CH:133][C:132]([OH:135])=[CH:131][CH:130]=1>CN(C)P(=O)(N(C)C)N(C)C>[NH2:126][C@H:127]([C:136]([NH:138][C@H:139]([C:142]([NH:144][C@H:145]([C:150]([NH:152][C@H:153]([C:158]([N:160]1[CH2:184][CH2:183][CH2:182][C@H:161]1[C:162]([NH:164][C@H:165]([C:171]([NH:6][C@H:7]([C:11]([NH:13][C@H:14]([C:21]([NH:23][C@H:24]([C:27]([NH:29][C@H:30]([C:35]([NH:37][CH2:38][C:39]([NH:41][C@H:42]([C:47]([NH:49][C@H:50]([C:58]([NH:60][C@H:61]([C:69]([NH:71][C@H:72]([C:74]([NH:76][C@H:77]([C:82]([NH:84][C@H:85]([C:90]([NH:92][C@H:93]([C:98]([NH:100][C@H:101]([C:106]([NH:108][C@H:109]([C:111]([NH:113][C@H:114]([C:120]([OH:122])=[O:121])[CH2:115][CH2:116][C:117](=[O:119])[NH2:118])=[O:112])[CH3:110])=[O:107])[CH2:102][CH:103]([CH3:104])[CH3:105])=[O:99])[CH2:94][CH:95]([CH3:96])[CH3:97])=[O:91])[C@H:86]([CH2:88][CH3:89])[CH3:87])=[O:83])[CH2:78][CH:79]([CH3:80])[CH3:81])=[O:75])[CH3:73])=[O:70])[CH2:62][CH2:63][CH2:64][NH:65][C:66](=[NH:67])[NH2:68])=[O:59])[CH2:51][CH2:52][CH2:53][NH:54][C:55](=[NH:56])[NH2:57])=[O:48])[CH2:43][C:44](=[O:46])[NH2:45])=[O:40])=[O:36])[CH2:31][CH:32]([CH3:33])[CH3:34])=[O:28])[CH2:25][OH:26])=[O:22])[CH2:15][C:16]1[N:20]=[CH:19][NH:18][CH:17]=1)=[O:12])[C@@H:8]([CH3:10])[OH:9])=[O:172])[CH2:166][CH2:167][C:168](=[O:170])[NH2:169])=[O:163])=[O:159])[CH2:154][CH:155]([CH3:157])[CH3:156])=[O:151])[CH2:146][C:147](=[O:148])[OH:149])=[O:143])[CH2:140][OH:141])=[O:137])[CH2:128][C:129]1[CH:134]=[CH:133][C:132]([OH:135])=[CH:131][CH:130]=1. Reported procedure: This reaction mixture was added to a solution consisting of 5 ml of a dimethylformamide solution containing 25 mg of Peptide B, i.e., H-Thr-His-Ser-Leu-Gly-Asn-Arg-Arg-Ala-Leu-Ile-Leu-Leu-Ala-Gln-OH, and 2 ml of hexamethylphosphoric triamide then the whole mixture was stirred at 4° C. for 20 hours. Further, an azide product of 44 mg of Z-Tyr-Ser-Asp-Leu-Pro-Gln-NHNHBoc was added to the reaction mixture and was stirred for 24 hours. The solvent was removed by distillation and the residue thus obt...